This data is from the Open Reaction Database (ORD), a public repository of structured organic reaction records. The task is: describe an organic reaction: reactants, conditions, products, and yield The reactants are [N+](=O)([O-])C=1C=CC2=C(N=C(O2)C2=CC=C(C=C2)C)C1 (5-nitro-2-p-tolylbenzo[d]oxazole). Reagents/catalysts: [Pd] (palladium on carbon). The solvent is C(C)(=O)OCC.C(C)(=O)O (ethyl acetate acetic acid). Run at time 16 hour. Yields the product C1(=CC=C(C=C1)C=1OC2=C(N1)C=C(C=C2)N)C (2-p-Tolylbenzo[d]oxazol-5-amine). The yield is 59.0%. RXN SMILES: [N+:1]([C:4]1[CH:5]=[CH:6][C:7]2[O:11][C:10]([C:12]3[CH:17]=[CH:16][C:15]([CH3:18])=[CH:14][CH:13]=3)=[N:9][C:8]=2[CH:19]=1)([O-])=O>C(OCC)(=O)C.C(O)(=O)C.[Pd]>[C:15]1([CH3:18])[CH:14]=[CH:13][C:12]([C:10]2[O:11][C:7]3[CH:6]=[CH:5][C:4]([NH2:1])=[CH:19][C:8]=3[N:9]=2)=[CH:17][CH:16]=1 |f:1.2|. Procedure details: To 5-nitro-2-p-tolylbenzo[d]oxazole (4.8 g, 18.90 mmol) in ethyl acetate/acetic acid (250 ml/1 mL) was added palladium on carbon (480 mg). The reaction vessel was purged three times with nitrogen, followed by hydrogen three times, and then left stirring under hydrogen for 16 h. The reaction vessel was finally purged three times with nitrogen, before filtration on a pad of Celite®, which was washed with ethyl acetate. The organic solution was washed with saturated aqueous Na2CO3, followed by brin... Reactants: N1=C(C=CC2=CC=CC=C12)COC(CCC(C)(C1=CC=C(C=C1)OCC1=NC2=CC=CC=C2C=C1)C1=CC=C(C=C1)OCC1=NC2=CC=CC=C2C=C1)=O (4.4-bis(4-(2-quinolylmethoxy)phenyl)-pentanoic acid 2-quinolylmethyl ester), [BH4-].[Na+] (sodium borohydride), O (water), CO (methanol). Run in C1CCOC1 (THF). Run at time 30 minute. Product: N1=C(C=CC2=CC=CC=C12)COC1=CC=C(C=C1)C(CCCO)(C)C1=CC=C(C=C1)OCC1=NC2=CC=CC=C2C=C1 (4,4-bis(4-(2-quinolyl-methoxy)phenyl)pentan-1-ol). Isolated yield 87.7%. As a reaction SMILES: N1C2C(=CC=CC=2)C=CC=1C[O:12][C:13](=O)[CH2:14][CH2:15][C:16]([C:36]1[CH:41]=[CH:40][C:39]([O:42][CH2:43][C:44]2[CH:53]=[CH:52][C:51]3[C:46](=[CH:47][CH:48]=[CH:49][CH:50]=3)[N:45]=2)=[CH:38][CH:37]=1)([C:18]1[CH:23]=[CH:22][C:21]([O:24][CH2:25][C:26]2[CH:35]=[CH:34][C:33]3[C:28](=[CH:29][CH:30]=[CH:31][CH:32]=3)[N:27]=2)=[CH:20][CH:19]=1)[CH3:17].[BH4-].[Na+].CO.O>C1COCC1>[N:27]1[C:28]2[C:33](=[CH:32][CH:31]=[CH:30][CH:29]=2)[CH:34]=[CH:35][C:26]=1[CH2:25][O:24][C:21]1[CH:22]=[CH:23][C:18]([C:16]([C:36]2[CH:41]=[CH:40][C:39]([O:42][CH2:43][C:44]3[CH:53]=[CH:52][C:51]4[C:46](=[CH:47][CH:48]=[CH:49][CH:50]=4)[N:45]=3)=[CH:38][CH:37]=2)([CH3:17])[CH2:15][CH2:14][CH2:13][OH:12])=[CH:19][CH:20]=1 |f:1.2|. Procedure details: To a mixture in THF (50 mL) of 4.4-bis(4-(2-quinolylmethoxy)phenyl)-pentanoic acid 2-quinolylmethyl ester (2.1 g, 3 mmol), prepared as in Example 1, and sodium borohydride (380 mg, 10 mmol) was added dropwise methanol at 50°-55° C. and the mixture was stirred for 30 minutes. The mixture was cooled to room temperature, poured into water (50 mL) and acidified to pH 4. The resulting mixture was extracted with ethyl acetate, dried over MgSO4, filtered, and concentrated in vacuo. The residue was puri...